This data is from the Open Reaction Database (ORD), a public repository of structured organic reaction records. The task is: describe an organic reaction: reactants, conditions, products, and yield Starting materials: Br, CO, CCO, CCN(C(C)C)C(C)C, Fc1ccc2c(c1)nnn2C1CCNCC1, Nc1nc(-c2ccc(F)cc2)c(CCBr)s1. The product is Nc1nc(-c2ccc(F)cc2)c(CCN2CCC(n3nnc4cc(F)ccc43)CC2)s1. As a reaction SMILES: [BrH:1].[CH3:43][OH:44].[CH3:45][CH2:46][OH:47].[CH:34]([N:35]([CH:36]([CH3:37])[CH3:38])[CH2:39][CH3:40])([CH3:41])[CH3:42].[F:18][c:19]1[cH:20][c:21]2[c:22]([n:23]([CH:26]3[CH2:27][CH2:28][NH:29][CH2:30][CH2:31]3)[n:24][n:25]2)[cH:32][cH:33]1.[NH2:2][c:3]1[s:4][c:5]([CH2:15][CH2:16][Br:17])[c:6](-[c:8]2[cH:9][cH:10][c:11]([F:14])[cH:12][cH:13]2)[n:7]1>>[NH2:2][c:3]1[s:4][c:5]([CH2:15][CH2:16][N:29]2[CH2:28][CH2:27][CH:26]([n:23]3[c:22]4[c:21]([cH:20][c:19]([F:18])[cH:33][cH:32]4)[n:25][n:24]3)[CH2:31][CH2:30]2)[c:6](-[c:8]2[cH:9][cH:10][c:11]([F:14])[cH:12][cH:13]2)[n:7]1.